This data is from the Open Reaction Database (ORD), a public repository of structured organic reaction records. The task is: describe an organic reaction: reactants, conditions, products, and yield Reactants: C(OCC1=CC=C(C=C1)C)(=O)Cl (4-methylbenzyl carbonochloridate), C(#N)C1=CC=C(C=C1)N1C[C@H](CCC1)N[C@H]1[C@@H](CCCC1)NC(CC1=CN(C2=CC=CC=C12)C)=O (N-((1R,2R)-2-((S)-1-(4-Cyanophenyl)piperidin-3-ylamino)cyclohexyl)-2-(1-methyl-1H-indol-3-yl)acetamide), C(#N)C1=CC=C(C=C1)N1C[C@H](CCC1)N[C@H]1[C@@H](CCCC1)NC(CC1=CN(C2=CC=CC=C12)C)=O (N-((1R,2R)-2-((S)-1-(4-Cyanophenyl)piperidin-3-ylamino)cyclohexyl)-2-(1-methyl-1H-indol-3-yl)acetamide). The product is C(#N)C1=CC=C(C=C1)N1C[C@H](CCC1)N[C@H]1[C@@H](CCCC1)NC(OCC1=CC=C(C=C1)C)=O (4-Methylbenzyl (1R,2R)-2-((S)-1-(4-cyanophenyl)piperidin-3-ylamino)cyclohexylcarbamate), white solid. The yield is 22.3%. Reaction SMILES: [C:1]([C:3]1[CH:8]=[CH:7][C:6]([N:9]2[CH2:14][CH2:13][CH2:12][C@H:11]([NH:15][C@@H:16]3[CH2:21][CH2:20][CH2:19][CH2:18][C@H:17]3[NH:22]C(=O)CC3C4C(=CC=CC=4)N(C)C=3)[CH2:10]2)=[CH:5][CH:4]=1)#[N:2].[C:36](Cl)(=[O:46])[O:37][CH2:38][C:39]1[CH:44]=[CH:43][C:42]([CH3:45])=[CH:41][CH:40]=1>>[C:1]([C:3]1[CH:8]=[CH:7][C:6]([N:9]2[CH2:14][CH2:13][CH2:12][C@H:11]([NH:15][C@@H:16]3[CH2:21][CH2:20][CH2:19][CH2:18][C@H:17]3[NH:22][C:36](=[O:46])[O:37][CH2:38][C:39]3[CH:44]=[CH:43][C:42]([CH3:45])=[CH:41][CH:40]=3)[CH2:10]2)=[CH:5][CH:4]=1)#[N:2]. Procedure: 4-Methylbenzyl (1R,2R)-2-((S)-1-(4-cyanophenyl)piperidin-3-ylamino)cyclohexylcarbamate was synthesized using 4-((S)-3-((1R,2R)-2-aminocyclohexylamino)piperidin-1-yl)benzonitrile (from intermediate D, Example 10) (60 mg, 0.2 mmol) and 4-methylbenzyl carbonochloridate (63.5 mg, 0.22 mmol) according to General Procedure H to give 20 mg (22.3%) of white solid. Anal. Calcd. for C27H34N4O2 m/z 446.3, found: 447.2 (M+H)+; 1H NMR (400 MHz, CD3OD) δ ppm 7.45 (d, J=8.7 Hz, 2H), 7.19 (d, J=7.6 Hz, 2H), 7.1... The reactants are O=C(CBr)c1cccc(F)c1F, CCO, [K+], O, N#C[S-]. The product is N#CSCC(=O)c1cccc(F)c1F. RXN SMILES: [Br:1][CH2:2][C:3](=[O:4])[c:5]1[c:6]([F:12])[c:7]([F:11])[cH:8][cH:9][cH:10]1.[CH3:18][CH2:19][OH:20].[K+:13].[OH2:17].[S-:14][C:15]#[N:16]>>[CH2:2]([C:3](=[O:4])[c:5]1[c:6]([F:12])[c:7]([F:11])[cH:8][cH:9][cH:10]1)[S:14][C:15]#[N:16].